From a dataset of the Open Reaction Database (ORD), a public repository of structured organic reaction records. describe an organic reaction: reactants, conditions, products, and yield Starting materials: CCCc1nc(C(F)(F)F)ccc1C=CC(=O)O, Cl, CC(N)c1ccc(NS(C)(=O)=O)c(F)c1. Product: CCCc1nc(C(F)(F)F)ccc1C=CC(=O)NC(C)c1ccc(NS(C)(=O)=O)c(F)c1. As a reaction SMILES: [CH2:17]([CH2:18][CH3:19])[c:20]1[n:21][c:22]([C:31]([F:32])([F:33])[F:34])[cH:23][cH:24][c:25]1[CH:26]=[CH:27][C:28](=[O:29])[OH:30].[ClH:16].[NH2:1][CH:2]([CH3:3])[c:4]1[cH:5][c:6]([F:15])[c:7]([NH:10][S:11](=[O:12])(=[O:13])[CH3:14])[cH:8][cH:9]1>>[NH:1]([CH:2]([CH3:3])[c:4]1[cH:5][c:6]([F:15])[c:7]([NH:10][S:11](=[O:12])(=[O:13])[CH3:14])[cH:8][cH:9]1)[C:28]([CH:27]=[CH:26][c:25]1[c:20]([CH2:17][CH2:18][CH3:19])[n:21][c:22]([C:31]([F:32])([F:33])[F:34])[cH:23][cH:24]1)=[O:29].